This data is from the Open Reaction Database (ORD), a public repository of structured organic reaction records. The task is: describe an organic reaction: reactants, conditions, products, and yield Starting materials: ClC1=C(C=C(C=C1)[N+](=O)[O-])OCCCl (1-chloro-2-(2-chloro-ethoxy)-4-nitro-benzene). The reagents and catalysts are [Pd] (Pd/C). Solvent: CCOC(=O)C (EtOAc). Reaction conditions: time 18 hour. The product is ClC1=C(C=C(C=C1)N)OCCCl (4-Chloro-3-(2-chloro-ethoxy)-phenylamine). As a reaction SMILES: [Cl:1][C:2]1[CH:7]=[CH:6][C:5]([N+:8]([O-])=O)=[CH:4][C:3]=1[O:11][CH2:12][CH2:13][Cl:14]>CCOC(C)=O.[Pd]>[Cl:1][C:2]1[CH:7]=[CH:6][C:5]([NH2:8])=[CH:4][C:3]=1[O:11][CH2:12][CH2:13][Cl:14]. Procedure details: To an argon-degassed solution of 1-chloro-2-(2-chloro-ethoxy)-4-nitro-benzene (2.9 g, <12.5 mmol due to contamination) in EtOAc (50 mL) was added 10% by weight Pd/C (1 g). The reaction was stirred under H2 for 18 h then filtered through Celite® and concentrated in vacuo to yield the title compound contaminated by the bromo adduct. MS (MH+)=206.1; Calc'd 206.07 for C8H9Cl2NO. The product is O=C(Cc1ccccc1)OCc1ccccc1. Reaction SMILES: [CH3:30][c:31]1[cH:32][cH:33][cH:34][cH:35][cH:36]1.[OH2:37].[OH:11][CH2:12][c:13]1[cH:14][cH:15][cH:16][cH:17][cH:18]1.[c:19]1([CH3:20])[cH:21][cH:22][c:23]([S:24]([OH:25])(=[O:26])=[O:27])[cH:28][cH:29]1.[c:1]1([CH2:7][C:8](=[O:9])[OH:10])[cH:2][cH:3][cH:4][cH:5][cH:6]1>>[c:1]1([CH2:7][C:8](=[O:9])[O:10][CH2:12][c:13]2[cH:14][cH:15][cH:16][cH:17][cH:18]2)[cH:2][cH:3][cH:4][cH:5][cH:6]1. Starting materials: Cc1ccccc1, O, OCc1ccccc1, Cc1ccc(S(=O)(=O)O)cc1, O=C(O)Cc1ccccc1.